This data is from the Open Reaction Database (ORD), a public repository of structured organic reaction records. The task is: describe an organic reaction: reactants, conditions, products, and yield Starting materials: [OH-].[Na+] (sodium hydroxide), C(#N)[BH3-].[Na+] (sodium cyanoborohydride), C(C1=CC=CC=C1)N1CC(C(CC1)=O)C1=CC=C(C=C1)Cl (1-benzyl-3-(4-chloro-phenyl)-piperidin-4-one), N1CCNCC1 (piperazine). The solvent is O (water), O (water), C(C)O (ethanol), C(C)O (ethanol). Conditions: time 3 day. The product is C(C1=CC=CC=C1)N1C[C@H]([C@H](CC1)N1CCNCC1)C1=CC=C(C=C1)Cl (rac-cis-1-[1-benzyl-3-(4-chloro-phenyl)-piperidin-4-yl]-piperazine). The yield is 67.0%. Reaction SMILES: [CH2:1]([N:8]1[CH2:13][CH2:12][C:11](=O)[CH:10]([C:15]2[CH:20]=[CH:19][C:18]([Cl:21])=[CH:17][CH:16]=2)[CH2:9]1)[C:2]1[CH:7]=[CH:6][CH:5]=[CH:4][CH:3]=1.[NH:22]1[CH2:27][CH2:26][NH:25][CH2:24][CH2:23]1.C([BH3-])#N.[Na+].[OH-].[Na+]>C(O)C.O>[CH2:1]([N:8]1[CH2:13][CH2:12][C@H:11]([N:22]2[CH2:27][CH2:26][NH:25][CH2:24][CH2:23]2)[C@H:10]([C:15]2[CH:20]=[CH:19][C:18]([Cl:21])=[CH:17][CH:16]=2)[CH2:9]1)[C:2]1[CH:7]=[CH:6][CH:5]=[CH:4][CH:3]=1 |f:2.3,4.5|. Reported procedure: To a mixture of 1-benzyl-3-(4-chloro-phenyl)-piperidin-4-one (15.2 g, 38.5 mmol) and piperazine (6.78 g, 77.1 mmol) in ethanol (6 mL) was added tetraisopropyl-orthotitanate (22.8 mL, 77.1 mmol) at room temperature. After stirring at room temperature for 3 days the reaction mixture was diluted with ethanol (250 mL) and sodium cyanoborohydride (5.10 g, 77.1 mmol) was added. The reaction mixture was stirred at room temperature for 24 h and was diluted with water (30 mL). The inorganic precipitate w... Starting materials: N1=CC(=CC=C1)C=O (pyridine-3-carbaldehyde), NN1C(NNC(C1)C)=O (4-amino-6-methyl-3-oxo-1,4,5,6-tetrahydro-1,2,4-triazine). The reagents and catalysts are S(O)(O)(=O)=O (sulfuric acid). The solvent is C(C)O (ethanol). The product is CC1CN(C(NN1)=O)N=CC=1C=NC=CC1 (6-Methyl-4-(pyridin-3-ylmethyleneamino)-1,4,5,6-tetrahydro-1,2,4-triazin-3(2H)-one). Reaction SMILES: [N:1]1[CH:6]=[CH:5][CH:4]=[C:3]([CH:7]=O)[CH:2]=1.[NH2:9][N:10]1[CH2:15][CH:14]([CH3:16])[NH:13][NH:12][C:11]1=[O:17]>S(=O)(=O)(O)O.C(O)C>[CH3:16][CH:14]1[NH:13][NH:12][C:11](=[O:17])[N:10]([N:9]=[CH:7][C:3]2[CH:2]=[N:1][CH:6]=[CH:5][CH:4]=2)[CH2:15]1. Procedure details: 2.2 g of pyridine-3-carbaldehyde and 2 drops of sulfuric acid are added to a solution of 3 g of 4-amino-6-methyl-3-oxo-1,4,5,6-tetrahydro-1,2,4-triazine in 30 ml of ethanol. The reaction mixture is then maintained under reflux for 90 minutes and then the resulting suspension is cooled to 20°, filtered and dried. 4.1 g of the title compound having a melting point of 235-237° are obtained. The reactants are C(#N)NC(SC)=NCCSCC1=NC=CC=C1Cl (N-cyano-N'-{2-[(3-chloro-2-pyridyl)methylthio]ethyl}-S-methylisothiourea), C(C#C)N (propargylamine). Isolated yield 67.3%. Procedure details: A mixture of the product of Step A (3.0 g; 10.0 mmoles) and propargylamine (5.16 g; 93.7 mmoles) in methanol (20 ml) was stirred and heated to reflux temperature under a positive pressure of nitrogen for 16 hours. The reaction mixture was evaporated under reduced pressure and the crude product was recrystallized from isopropyl alcohol with activated carbon treatment to give 2.07 g of the title compound; mp 115°-116°. Yields the product C(#N)NC(=NCCSCC1=NC=CC=C1Cl)NCC#C (N-Cyano-N'-(2-propyn-1-yl)-N"-{2-[(3-chloro-2-pyridyl)methylthio]ethyl}guanidine). Reaction SMILES: [C:1]([NH:3][C:4](=[N:7][CH2:8][CH2:9][S:10][CH2:11][C:12]1[C:17]([Cl:18])=[CH:16][CH:15]=[CH:14][N:13]=1)SC)#[N:2].[CH2:19]([NH2:22])[C:20]#[CH:21]>CO>[C:1]([NH:3][C:4]([NH:22][CH2:19][C:20]#[CH:21])=[N:7][CH2:8][CH2:9][S:10][CH2:11][C:12]1[C:17]([Cl:18])=[CH:16][CH:15]=[CH:14][N:13]=1)#[N:2]. The solvent is CO (methanol). The reactants are COc1ccc(C2(O)CCCN(Cc3ccccc3)C2)cc1OC, CCO, [H][H]. RXN SMILES: [CH2:1]([c:2]1[cH:3][cH:4][cH:5][cH:6][cH:7]1)[N:8]1[CH2:9][C:10]([OH:14])([c:15]2[cH:16][c:17]([O:23][CH3:24])[c:18]([O:21][CH3:22])[cH:19][cH:20]2)[CH2:11][CH2:12][CH2:13]1.[CH3:27][CH2:28][OH:29].[H:25][H:26]>>[NH:8]1[CH2:9][C:10]([OH:14])([c:15]2[cH:16][c:17]([O:23][CH3:24])[c:18]([O:21][CH3:22])[cH:19][cH:20]2)[CH2:11][CH2:12][CH2:13]1. The product is COc1ccc(C2(O)CCCNC2)cc1OC. Reported procedure: A mixture of 1.3 g 3-phenyl-3-phenylmercapto-propionic acid and 4ml phosphorous oxychloride is stirred under nitrogen at 70° C. for four hours. The reaction mixture is then cooled to 4° C. with an ice bath and 4 ml dimethylformamide is added. Stirring is maintained at room temperature for five hours. After cooling with an ice bath, 30 ml of a cooled saturated sodium acetate aqueous solution is added. After a few minutes stirring, the reaction mixture is extracted with methylene chloride, the org... Product: ClC1=C(C(SC2=CC=CC=C12)C1=CC=CC=C1)C=O (4-chloro-3-formyl-thioflav-3-ene). The reactants are CN(C=O)C (dimethylformamide), C1(=CC=CC=C1)C(CC(=O)O)SC1=CC=CC=C1 (3-phenyl-3-phenylmercapto-propionic acid), P(=O)(Cl)(Cl)Cl (phosphorous oxychloride), C(C)(=O)[O-].[Na+] (sodium acetate). RXN SMILES: [C:1]1([CH:7]([S:12][C:13]2[CH:18]=[CH:17][CH:16]=[CH:15][CH:14]=2)[CH2:8][C:9](O)=O)[CH:6]=[CH:5][CH:4]=[CH:3][CH:2]=1.P(Cl)(Cl)([Cl:21])=O.C([O-])(=O)C.[Na+].CN(C)[CH:31]=[O:32]>>[Cl:21][C:9]1[C:18]2[C:13](=[CH:14][CH:15]=[CH:16][CH:17]=2)[S:12][CH:7]([C:1]2[CH:6]=[CH:5][CH:4]=[CH:3][CH:2]=2)[C:8]=1[CH:31]=[O:32] |f:2.3|. Reaction conditions: temperature 70 celsius, time 4 hour. The reactants are N(=C=S)C (isothiocyanatomethane), N1(CCC(CC1)NC1=NC2=C(N1CC1=CC=C(C=C1)F)C=CC=C2)C2CNCCC2 (N-([1,3'-bipiperidin]-4-yl)-1-[(4-fluorophenyl)methyl]-1H-benzimidazol-2-amine). Solvent: O1CCCC1 (tetrahydrofuran). Conditions: time 8 hour. Yields the product FC1=CC=C(C=C1)CN1C(=NC2=C1C=CC=C2)NC2CCN(CC2)C2CN(CCC2)C(NC)=S (4-[[1-[(4-fluorophenyl)methyl]-1H-benzimidazol-2-yl]amino]-N-methyl-[1,3'-bipiperidine]-1'-carbothioamide). Isolated yield 77.0%. RXN SMILES: [N:1]([CH3:4])=[C:2]=[S:3].[N:5]1([CH:29]2[CH2:34][CH2:33][CH2:32][NH:31][CH2:30]2)[CH2:10][CH2:9][CH:8]([NH:11][C:12]2[N:16]([CH2:17][C:18]3[CH:23]=[CH:22][C:21]([F:24])=[CH:20][CH:19]=3)[C:15]3[CH:25]=[CH:26][CH:27]=[CH:28][C:14]=3[N:13]=2)[CH2:7][CH2:6]1>O1CCCC1>[F:24][C:21]1[CH:20]=[CH:19][C:18]([CH2:17][N:16]2[C:15]3[CH:25]=[CH:26][CH:27]=[CH:28][C:14]=3[N:13]=[C:12]2[NH:11][CH:8]2[CH2:7][CH2:6][N:5]([CH:29]3[CH2:34][CH2:33][CH2:32][N:31]([C:2](=[S:3])[NH:1][CH3:4])[CH2:30]3)[CH2:10][CH2:9]2)=[CH:23][CH:22]=1. Procedure details: A mixture of 0.8 parts of isothiocyanatomethane, 4 parts of N-([1,3'-bipiperidin]-4-yl)-1-[(4-fluorophenyl)methyl]-1H-benzimidazol-2-amine and 90 parts of tetrahydrofuran was stirred overnight at room temperature. The reaction mixture was evaporated. The residue was purified by column chromatography over silica gel using a mixture of trichloromethane and methanol, saturated with ammonia, (96:4 by volume) as eluent. The pure fractions were collected and the eluent was evaporated. The residue was ... Starting materials: O (water), BrC=1C=CC(=NC1OCCOC)C(=O)O (5-bromo-6-(2-methoxyethoxy)-pyridine-2-carboxylic acid), IC (iodomethane), C([O-])([O-])=O.[Na+].[Na+] (sodium carbonate). Run in CN(C)C=O (DMF). Yields the product COC(=O)C1=NC(=C(C=C1)Br)OCCOC (5-Bromo-6-(2-methoxyethoxy)-pyridine-2-carboxylic acid methyl ester). Yield: 66.7%. As a reaction SMILES: [Br:1][C:2]1[CH:3]=[CH:4][C:5]([C:13]([OH:15])=[O:14])=[N:6][C:7]=1[O:8][CH2:9][CH2:10][O:11][CH3:12].IC.[C:18](=O)([O-])[O-].[Na+].[Na+].O>CN(C=O)C>[CH3:18][O:14][C:13]([C:5]1[CH:4]=[CH:3][C:2]([Br:1])=[C:7]([O:8][CH2:9][CH2:10][O:11][CH3:12])[N:6]=1)=[O:15] |f:2.3.4|. Procedure: A solution of 5-bromo-6-(2-methoxyethoxy)-pyridine-2-carboxylic acid (2.48 g, 9 mmol), iodomethane (2.55 g, 18 mmol) and sodium carbonate (0.106 g, 9 mmol) in DMF (30 mL) was stirred overnight at room temperature. The reaction mixture was poured into water and extracted with ethyl acetate (3×50 mL). The combined organic extracts were washed three times with brine, dried (sodium sulfate) and evaporated. The residue was purified by column chromatography (silica gel, 50 g, 30% ethyl acetate in petr...